From a dataset of the Open Reaction Database (ORD), a public repository of structured organic reaction records. describe an organic reaction: reactants, conditions, products, and yield Reactants: stainless steel, C(CCCCC)N (n-hexyl amine), carbon steel, C(CCCCC)C(O)CN (n-hexyl ethanolamine), C(CCCCC)N(CCO)CCO (n-hexyl diethanolamine), steel. Solvent: O (water). The product is C(CCCCC)NCCO (N-hexyl Ethanolamine). RXN SMILES: C(N)CCCCC.C(C(CN)O)CCCCC.[CH2:18]([N:24](CCO)[CH2:25][CH2:26][OH:27])[CH2:19][CH2:20][CH2:21][CH2:22][CH3:23]>O>[CH2:18]([NH:24][CH2:25][CH2:26][OH:27])[CH2:19][CH2:20][CH2:21][CH2:22][CH3:23]. Procedure: This procedure outlines the steps involved in ethoxylating n-hexyl amine to n-hexyl ethanolamine and n-hexyl diethanolamine. A suitable reactor must have cooling water, a heat source of 350° F., and pressure rating of 100 psig. The material of construction may be carbon steel, stainless steel, or glass-lined steel. The reactants are [H-].[Na+] (sodium hydride), FC1=C(C=CC=C1)C1=NC2=NC=CC=C2C(=C1)C1=C2C=CN=C(C2=CC=N1)N (5-[2-(2-fluoro-phenyl)-[1,8]naphthyridin-4-yl]-[2,6]naphthyridin-1-ylamine), Cl.CN(C)CC(=O)Cl (dimethylaminoacetyl chloride hydrochloride). The solvent is CN(C)C=O (DMF). Run at time 1 hour. The product is CN(CC(=O)NC1=NC=CC2=C(N=CC=C12)C1=CC(=NC2=NC=CC=C12)C1=C(C=CC=C1)F)C (2-dimethylamino-N-{5-[2-(2-fluoro-phenyl)-[1,8]naphthyridin-4-yl]-[2,6]naphthyridin-1-yl}-acetamide). As a reaction SMILES: [F:1][C:2]1[CH:7]=[CH:6][CH:5]=[CH:4][C:3]=1[C:8]1[CH:17]=[C:16]([C:18]2[N:27]=[CH:26][CH:25]=[C:24]3[C:19]=2[CH:20]=[CH:21][N:22]=[C:23]3[NH2:28])[C:15]2[C:10](=[N:11][CH:12]=[CH:13][CH:14]=2)[N:9]=1.[H-].[Na+].Cl.[CH3:32][N:33]([CH2:35][C:36](Cl)=[O:37])[CH3:34]>CN(C=O)C>[CH3:32][N:33]([CH3:34])[CH2:35][C:36]([NH:28][C:23]1[C:24]2[C:19](=[C:18]([C:16]3[C:15]4[C:10](=[N:11][CH:12]=[CH:13][CH:14]=4)[N:9]=[C:8]([C:3]4[CH:4]=[CH:5][CH:6]=[CH:7][C:2]=4[F:1])[CH:17]=3)[N:27]=[CH:26][CH:25]=2)[CH:20]=[CH:21][N:22]=1)=[O:37] |f:1.2,3.4|. Reported procedure: A suspension of 551 mg (1.5 mmol) 5-[2-(2-fluoro-phenyl)-[1,8]naphthyridin-4-yl]-[2,6]naphthyridin-1-ylamine in 10 ml DMF was treated with 108 mg (4.50 mmol) sodium hydride and stirred for 1 h at room temperature. Then 356 mg (2.25 mmol) dimethylaminoacetyl chloride hydrochloride were added and the reaction mixture was stirred for 18 h at room temperature. The reaction mixture was partitioned between water and dichloromethane. The organic phase was dried over sodium sulfate and evaporated. The r... Starting materials: N12CCCC(CCC1)(C2)C(=O)N (1-azabicyclo[3.3.1]nonane-5-carboxamide), [H-].[Al+3].[Li+].[H-].[H-].[H-].O1CCCC1 (lithium aluminum hydride tetrahydrofuran), O (water), [OH-].[Na+] (sodium hydroxide), O (water). The solvent is O1CCCC1 (tetrahydrofuran), CCOCC (Ether). Conditions: temperature 0 celsius. Product: N12CCCC(CCC1)(C2)CN (1-Azabicyclo[3.3.1]nonane-5-methanamine). Yield: 76.9%. RXN SMILES: [N:1]12[CH2:9][C:5]([C:10]([NH2:12])=O)([CH2:6][CH2:7][CH2:8]1)[CH2:4][CH2:3][CH2:2]2.[H-].[Al+3].[Li+].[H-].[H-].[H-].O1CCCC1.O.[OH-].[Na+]>O1CCCC1.CCOCC>[N:1]12[CH2:9][C:5]([CH2:10][NH2:12])([CH2:6][CH2:7][CH2:8]1)[CH2:4][CH2:3][CH2:2]2 |f:1.2.3.4.5.6.7,9.10|. Procedure details: A suspension of 1-azabicyclo[3.3.1]nonane-5-carboxamide (1.80 g, 10.7 mmol) in anhydrous tetrahydrofuran (10 mL) under nitrogen was treated (via syringe) with 1.0N lithium aluminum hydride/tetrahydrofuran (25 mL, 25 mmol), and the mixture was refluxed for 4 hours and cooled (0° C.). The mixture was treated carefully dropwise sequentially with water (1 mL), 15% sodium hydroxide (1 mL), and water (3 mL). Ether (50 mL) was added, the mixture was filtered through Celite, and the filter cake was wash... The reactants are C(C)OC(CCCCC1C=CCC1)CC (3-(5-ethoxyheptyl)cyclopentene), C([O-])(O)=O.[Na+] (sodium bicarbonate), ClC(C(=O)Cl)(Cl)Cl (trichloroacetyl chloride), P(=O)(Cl)(Cl)Cl (phosphorous oxychloride). The reagents and catalysts are [Zn].[Cu] (zinc copper). Run in CCOCC (ether), CCOCC (ether). The product is ClC1(C(C2C(CCC12)CCCCC(CC)OCC)=O)Cl (7,7-dichloro-4-(5-ethoxyheptyl)bicyclo [3.2.0]heptan 6-one). As a reaction SMILES: [Cl:1][C:2]([Cl:7])(Cl)[C:3](Cl)=[O:4].P(Cl)(Cl)(Cl)=O.[CH2:13]([O:15][CH:16]([CH2:26][CH3:27])[CH2:17][CH2:18][CH2:19][CH2:20][CH:21]1[CH2:25][CH2:24][CH:23]=[CH:22]1)[CH3:14].C(=O)(O)[O-].[Na+]>CCOCC.[Zn].[Cu]>[Cl:1][C:2]1([Cl:7])[CH:24]2[CH:25]([CH:21]([CH2:20][CH2:19][CH2:18][CH2:17][CH:16]([O:15][CH2:13][CH3:14])[CH2:26][CH3:27])[CH2:22][CH2:23]2)[C:3]1=[O:4] |f:3.4,6.7|. Procedure details: A solution containing trichloroacetyl chloride (187 g, 1.03 moles) and phosphorous oxychloride (158 g, 1.03 moles), both dissolved in 500 ml ether (1700 ml) is added dropwise to a reaction vessel containing zinc/copper couple (75 g, 1.15 moles), 3-(5-ethoxyheptyl)cyclopentene (170 g, 0.573 moles), and ether (1700 ml). After the addition is complete the reaction is refluxed for 4 hours. The reaction vessel is cooled to room temperature and the mixture neutralized by adding it to a saturated solut... Reactants: O=C([O-])[O-], CCOP(=O)(CC#N)OCC, C1CCOC1, CN1CCCN(c2cccc(-c3cccc(C=CC(=O)O)c3)n2)CC1, CN([SiH](C)C)[Si](C)(C)C, CN1CCCN(c2cncc(-c3cccc(C=O)c3)n2)CC1, O=Cc1cccc(B(O)O)c1, N#N, [Na+], [Na+], [Na], CN(C)C=O. Product: CN1CCCN(c2cncc(-c3cccc(C=CC#N)c3)n2)CC1. RXN SMILES: [C:37](=[O:38])([O-:39])[O-:40].[CH2:53]([O:54][P:55](=[O:56])([O:57][CH2:58][CH3:59])[CH2:61][C:62]#[N:63])[CH3:60].[CH2:93]1[O:94][CH2:95][CH2:96][CH2:97]1.[CH3:1][N:2]1[CH2:3][CH2:4][CH2:5][N:6]([c:7]2[n:8][c:9](-[c:10]3[cH:11][c:12]([CH:13]=[CH:14][C:15]([OH:16])=[O:17])[cH:18][cH:19][cH:20]3)[cH:21][cH:22][cH:23]2)[CH2:24][CH2:25]1.[CH3:43][SiH:44]([CH3:45])[N:46]([CH3:47])[Si:48]([CH3:49])([CH3:50])[CH3:51].[CH3:66][N:67]1[CH2:68][CH2:69][N:70]([c:74]2[cH:75][n:76][cH:77][c:78](-[c:80]3[cH:81][c:82]([CH:83]=[O:84])[cH:85][cH:86][cH:87]3)[n:79]2)[CH2:71][CH2:72][CH2:73]1.[CH:26]([c:27]1[cH:28][c:29]([B:30]([OH:31])[OH:32])[cH:33][cH:34][cH:35]1)=[O:36].[N:64]#[N:65].[Na+:41].[Na+:42].[Na:52].[O:88]=[CH:89][N:90]([CH3:91])[CH3:92]>>[CH:61]([C:62]#[N:63])=[CH:83][c:82]1[cH:81][c:80](-[c:78]2[cH:77][n:76][cH:75][c:74]([N:70]3[CH2:69][CH2:68][N:67]([CH3:66])[CH2:73][CH2:72][CH2:71]3)[n:79]2)[cH:87][cH:86][cH:85]1. The reactants are O (Water), C(C)S(=O)(=O)Cl (ethanesulphonyl chloride), N1=CC=CC=C1 (pyridine), NC1=C2N=C(C(=NC2=CC(=C1C)C)OC)OC (5-amino-2,3-dimethoxy-6,7-dimethylquinoxaline), C(C)S(=O)(=O)Cl (ethanesulphonyl chloride), N1=CC=CC=C1 (pyridine). Solvent: O1CCCC1 (tetrahydrofuran). Reaction conditions: temperature 20 celsius, time 3.5 hour. Yields the product COC1=NC2=CC(=C(C(=C2N=C1OC)NS(=O)(=O)CC)C)C (N-(2,3-Dimethoxy-6,7-dimethylquinoxalin-5-yl)-ethanesulphonamide). The yield is 96.2%. Reaction SMILES: [NH2:1][C:2]1[C:11]([CH3:12])=[C:10]([CH3:13])[CH:9]=[C:8]2[C:3]=1[N:4]=[C:5]([O:16][CH3:17])[C:6]([O:14][CH3:15])=[N:7]2.[CH2:18]([S:20](Cl)(=[O:22])=[O:21])[CH3:19].N1C=CC=CC=1.O>O1CCCC1>[CH3:15][O:14][C:6]1[C:5]([O:16][CH3:17])=[N:4][C:3]2[C:8](=[CH:9][C:10]([CH3:13])=[C:11]([CH3:12])[C:2]=2[NH:1][S:20]([CH2:18][CH3:19])(=[O:22])=[O:21])[N:7]=1. Procedure details: A mixture of 5-amino-2,3-dimethoxy-6,7-dimethylquinoxaline (from Preparation 2) (50 mg, 0.214 mmol), ethanesulphonyl chloride (138 mg, 1.07 mmol) and pyridine (87 μl, 1.07 mmol) in dry tetrahydrofuran (1 ml) was stirred at 20° C. for 3.5 hours. Additional portions of ethanesulphonyl chloride (138 mg, 1.07 mmol) and pyridine (87 ml, 1.07 mmol) were added and the mixture was stirred for a further 4 days. Water (0.6 ml) was added, and the mixture was stirred for 40 minutes. The mixture was partitio... Reactants: NC=1SC(=C(N1)C(=O)N1[C@H]2C[C@H]2C[C@H]1CN)C1=CC(=CC=C1)F ([2-amino-5-(3-fluoro-phenyl)-thiazol-4-yl]-((1S,3S,5S)-3-aminomethyl-2-aza-bicyclo[3.1.0]hex-2-yl)-methanone), O1CCC=2C1=CC=CC2C(=O)O (2,3-dihydro-benzo furan-4-carboxylic acid). The product is NC=1SC(=C(N1)C(=O)N1[C@H]2C[C@H]2C[C@H]1CNC(=O)C=1C=CC=C2C1CCO2)C2=CC(=CC=C2)F (2,3-dihydro-benzofuran-4-carboxylic acid {(1S,3S,5S)-2-[2-amino-5-(3-fluoro-phenyl)-thiazole-4-carbonyl]-2-aza-bicyclo[3.1.0]hex-3-ylmethyl}-amide). RXN SMILES: [NH2:1][C:2]1[S:3][C:4]([C:17]2[CH:22]=[CH:21][CH:20]=[C:19]([F:23])[CH:18]=2)=[C:5]([C:7]([N:9]2[C@H:14]([CH2:15][NH2:16])[CH2:13][C@H:12]3[C@@H:10]2[CH2:11]3)=[O:8])[N:6]=1.[O:24]1[C:28]2=[CH:29][CH:30]=[CH:31][C:32]([C:33](O)=[O:34])=[C:27]2[CH2:26][CH2:25]1>>[NH2:1][C:2]1[S:3][C:4]([C:17]2[CH:22]=[CH:21][CH:20]=[C:19]([F:23])[CH:18]=2)=[C:5]([C:7]([N:9]2[C@H:14]([CH2:15][NH:16][C:33]([C:32]3[CH:31]=[CH:30][CH:29]=[C:28]4[O:24][CH2:25][CH2:26][C:27]=34)=[O:34])[CH2:13][C@H:12]3[C@@H:10]2[CH2:11]3)=[O:8])[N:6]=1. Procedure: prepared by reaction of [2-amino-5-(3-fluoro-phenyl)-thiazol-4-yl]-((1S,3S,5S)-3-aminomethyl-2-aza-bicyclo[3.1.0]hex-2-yl)-methanone with 2,3-dihydro-benzo furan-4-carboxylic acid. LC-MS (basic): tR=0.81 min; [M+H]+=479.2.